The task is: describe an organic reaction: reactants, conditions, products, and yield. This data is from the Open Reaction Database (ORD), a public repository of structured organic reaction records. Reactants: CCOC(C)=O, COC(=O)C(CCCCOCc1ccc(F)c(C)c1)N=[N+]=[N-]. Product: COC(=O)C(N)CCCCOCc1ccc(F)c(C)c1. RXN SMILES: [CH3:23][CH2:24][O:25][C:26](=[O:27])[CH3:28].[F:1][c:2]1[c:3]([CH3:22])[cH:4][c:5]([CH2:6][O:7][CH2:8][CH2:9][CH2:10][CH2:11][CH:12]([C:13](=[O:14])[O:15][CH3:16])[N:17]=[N+:18]=[N-:19])[cH:20][cH:21]1>>[F:1][c:2]1[c:3]([CH3:22])[cH:4][c:5]([CH2:6][O:7][CH2:8][CH2:9][CH2:10][CH2:11][CH:12]([C:13](=[O:14])[O:15][CH3:16])[NH2:17])[cH:20][cH:21]1. The reactants are CC(=O)OC1CCC2C3CCC4CC(=O)C=CC4(C)C3CCC12C, C[Al](C)C, CCOC(C)=O, Cc1ccccc1, [Cu]Br, O. Product: CC(=O)OC1CCC2C3CCC4CC(=O)CC(C)C4(C)C3CCC12C. Reaction SMILES: [C:1]([CH3:2])(=[O:3])[O:4][CH:5]1[C:6]2([CH3:7])[CH:8]([CH2:9][CH2:10]1)[CH:11]1[CH2:12][CH2:13][CH:14]3[CH2:15][C:16](=[O:24])[CH:17]=[CH:18][C:19]3([CH3:20])[CH:21]1[CH2:22][CH2:23]2.[CH3:25][Al:26]([CH3:27])[CH3:28].[CH3:30][CH2:31][O:32][C:33](=[O:34])[CH3:35].[CH3:36][c:37]1[cH:38][cH:39][cH:40][cH:41][cH:42]1.[Cu:43][Br:44].[OH2:29]>>[C:1]([CH3:2])(=[O:3])[O:4][CH:5]1[C:6]2([CH3:7])[CH:8]([CH2:9][CH2:10]1)[CH:11]1[CH2:12][CH2:13][CH:14]3[CH2:15][C:16](=[O:24])[CH2:17][CH:18]([CH3:25])[C:19]3([CH3:20])[CH:21]1[CH2:22][CH2:23]2. The product is CCn1ncc2c(NC3CCOCC3)c(C(=O)NC(CO)c3ccccc3)cnc21. Reaction SMILES: [CH2:1]([CH3:2])[n:3]1[n:4][cH:5][c:6]2[c:7]1[n:8][cH:9][c:10]([C:19](=[O:20])[OH:21])[c:11]2[NH:12][CH:13]1[CH2:14][CH2:15][O:16][CH2:17][CH2:18]1.[CH2:22]([Cl:23])[CH2:24][Cl:25].[NH2:36][CH:37]([CH2:38][OH:39])[c:40]1[cH:41][cH:42][cH:43][cH:44][cH:45]1.[O:46]=[CH:47][N:48]([CH3:49])[CH3:50].[OH:26][n:27]1[c:28]2[c:29]([cH:30][cH:31][cH:32][cH:33]2)[n:34][n:35]1>>[CH2:1]([CH3:2])[n:3]1[n:4][cH:5][c:6]2[c:7]1[n:8][cH:9][c:10]([C:19](=[O:20])[NH:36][CH:37]([CH2:38][OH:39])[c:40]1[cH:41][cH:42][cH:43][cH:44][cH:45]1)[c:11]2[NH:12][CH:13]1[CH2:14][CH2:15][O:16][CH2:17][CH2:18]1. Starting materials: CCn1ncc2c(NC3CCOCC3)c(C(=O)O)cnc21, ClCCCl, NC(CO)c1ccccc1, CN(C)C=O, On1nnc2ccccc21. Reactants: C(C)NC1=C(C=C(C(=C1)CC=C(C)C)OC)O (2-ethylamino-5-methoxy-4-(3-methyl-2-butenyl)phenol), C(=O)(N1C=NC=C1)N1C=NC=C1 (1,1′-carbonyldiimidazole). Run in O1CCCC1 (tetrahydrofuran). Reaction conditions: time 1 hour. Product: C(C)N1C(OC2=C1C=C(C(=C2)OC)CC=C(C)C)=O (3-Ethyl-6-methoxy-5-(3-methyl-2-butenyl)-3H-benzoxazol-2-one). Yield: 67.5%. Reaction SMILES: [CH2:1]([NH:3][C:4]1[CH:9]=[C:8]([CH2:10][CH:11]=[C:12]([CH3:14])[CH3:13])[C:7]([O:15][CH3:16])=[CH:6][C:5]=1[OH:17])[CH3:2].[C:18](N1C=CN=C1)(N1C=CN=C1)=[O:19]>O1CCCC1>[CH2:1]([N:3]1[C:4]2[CH:9]=[C:8]([CH2:10][CH:11]=[C:12]([CH3:14])[CH3:13])[C:7]([O:15][CH3:16])=[CH:6][C:5]=2[O:17][C:18]1=[O:19])[CH3:2]. Procedure: 80 mg of 2-ethylamino-5-methoxy-4-(3-methyl-2-butenyl)phenol was dissolved in 5 ml of tetrahydrofuran under nitrogen atmosphere. Then, 0.11 g of 1,1′-carbonyldiimidazole was added to the reaction solution, and the obtained mixture was then stirred at room temperature for 1 hour. Thereafter, the mixture was further stirred at 50° C. for 1 hour. The reaction solution was concentrated under a reduced pressure. The residue was diluted with ethyl acetate and then washed with a saturated sodium chlori... The reactants are C(C)(C)(C)OC(NC1(CCC1)C1=CC=C(C=C1)C1=C(OC2=CC=C(C=C2C1=O)F)C1=CC=CC=C1)=O ({1-[4-(6-fluoro-4-oxo-2-phenyl-4H-chromen-3-yl)-phenyl]-cyclobutyl}-carbamic acid tert-butyl ester), IC=1C(C=2C=CC=3C(C2OC1C1=CC=CC=C1)=NN(C3)C(C)C)=O (7-iodo-2-isopropyl-8-phenyl-2H-9-oxa-1,2-diaza-cyclopenta[a]naphthalen-6-one). The product is C(C)(C)(C)OC(NC1(CCC1)C1=CC=C(C=C1)C=1C(C=2C=CC=3C(C2OC1C1=CC=CC=C1)=NN(C3)C(C)C)=O)=O ({1-[4-(2-Isopropyl-6-oxo-8-phenyl-2,6-dihydro-9-oxa-1,2-diaza-cyclopenta[a]naphthalen-7-yl)-phenyl]-cyclobutyl}-carbamic acid tert-butyl ester). Yield: 85.0%. As a reaction SMILES: [C:1]([O:5][C:6](=[O:36])[NH:7][C:8]1([C:12]2[CH:17]=[CH:16][C:15]([C:18]3[C:27](=[O:28])[C:26]4[C:21](=[CH:22][CH:23]=[C:24](F)[CH:25]=4)[O:20][C:19]=3[C:30]3[CH:35]=[CH:34][CH:33]=[CH:32][CH:31]=3)=[CH:14][CH:13]=2)[CH2:11][CH2:10][CH2:9]1)([CH3:4])([CH3:3])[CH3:2].IC1C(=O)C2C=CC3C(=[N:54][N:55]([CH:57]([CH3:59])[CH3:58])[CH:56]=3)C=2OC=1C1C=CC=CC=1>>[C:1]([O:5][C:6](=[O:36])[NH:7][C:8]1([C:12]2[CH:17]=[CH:16][C:15]([C:18]3[C:27](=[O:28])[C:26]4[CH:25]=[CH:24][C:23]5[C:22](=[N:54][N:55]([CH:57]([CH3:59])[CH3:58])[CH:56]=5)[C:21]=4[O:20][C:19]=3[C:30]3[CH:35]=[CH:34][CH:33]=[CH:32][CH:31]=3)=[CH:14][CH:13]=2)[CH2:11][CH2:10][CH2:9]1)([CH3:4])([CH3:3])[CH3:2]. Procedure details: Following the procedure used to prepare {1-[4-(6-fluoro-4-oxo-2-phenyl-4H-chromen-3-yl)-phenyl]-cyclobutyl}-carbamic acid tert-butyl ester, 7-iodo-2-isopropyl-8-phenyl-2H-9-oxa-1,2-diaza-cyclopenta[a]naphthalen-6-one was reacted to give the title compound as a colourless gum (48.3 mg, 85%). LCMS (Method H): RT=4.42 min, [M+H]+=550. Solvent: C(C)(=O)OCC (ethyl acetate). As a reaction SMILES: [CH2:1]([C:3](=[CH:9][C:10]1[CH:15]=[CH:14][C:13]([O:16][CH3:17])=[CH:12][CH:11]=1)[C:4]([O:6][CH2:7][CH3:8])=[O:5])[CH3:2]>[Pd].C(OCC)(=O)C>[CH2:1]([CH:3]([CH2:9][C:10]1[CH:11]=[CH:12][C:13]([O:16][CH3:17])=[CH:14][CH:15]=1)[C:4]([O:6][CH2:7][CH3:8])=[O:5])[CH3:2]. Yield: 100.5%. The reagents and catalysts are [Pd] (palladium on carbon). The reactants are C(C)C(C(=O)OCC)=CC1=CC=C(C=C1)OC (Ethyl 2-ethyl-3-(4-methoxyphenyl)acrylate). The product is C(C)C(C(=O)OCC)CC1=CC=C(C=C1)OC (Ethyl 2-ethyl-3-(4-methoxyphenyl)propanoate). Procedure details: Ethyl 2-ethyl-3-(4-methoxyphenyl)acrylate (4.58 g, 19.5 mmol), 5% palladium on carbon (500 mg) and ethyl acetate (100 mL) were mixed and hydrogenated for 8 hours at room temperature. After the catalyst was removed by filtration, the filtrate was concentrated to afford 4.63 g (100%) of the title compound as a pale yellow oil. The reactants are C(C1=CC=CC=C1)OCC([C@H](CC(C)C)NC(=O)OCC1=CC=CC=C1)O ((2RS, 3S)-3-carbobenzoxyamino-2-hydroxy-5-methylhexyl benzyl ether), Cl (hydrochloric acid). Reagents/catalysts: [Pd] (palladium charcoal). Run in CO (methanol). Yields the product Cl.C(C1=CC=CC=C1)OCC([C@H](CC(C)C)N)O ((2RS, 3S)-3-amino-2-hydroxy-5-methylhexyl benzyl ether hydrochloride). Reaction SMILES: [CH2:1]([O:8][CH2:9][CH:10]([OH:27])[C@@H:11]([NH:16]C(OCC1C=CC=CC=1)=O)[CH2:12][CH:13]([CH3:15])[CH3:14])[C:2]1[CH:7]=[CH:6][CH:5]=[CH:4][CH:3]=1.[ClH:28]>CO.[Pd]>[ClH:28].[CH2:1]([O:8][CH2:9][CH:10]([OH:27])[C@@H:11]([NH2:16])[CH2:12][CH:13]([CH3:14])[CH3:15])[C:2]1[CH:7]=[CH:6][CH:5]=[CH:4][CH:3]=1 |f:4.5|. Procedure: A mixture of 100 mg of (3S)-3-carbobenzoxyamino-5-methyl-1,2-epoxyhexane, 2 g of dry silica gel and 2 ml of benzyl alcohol was heated at 100° C. for 16 hours. After filtration of the silica gel, the filtrate was evaporated under reduced pressure to obtain 105 mg of (2RS, 3S)-3-carbobenzoxyamino-2-hydroxy-5-methylhexyl benzyl ether as a colorless oil. To a solution of 86 mg of the ether obtained in 10 ml of methanol was added 0.14 ml of a 2N-hydrochloric acid, and the mixture was hydrogenated ove... Reactants: C(C1=CC=CC=C1)OC(=O)NC1=CC(=C(C=C1)C1CCC(CC1)=C(C(=O)OCC)C)Cl (ethyl 2-[4-(4-{[(benzyloxy)carbonyl]amino}-2-chlorophenyl)cyclohexylidene]propanoate). Reagents/catalysts: [Pt]=O (platinum oxide), [Pt]=O (Platinum oxide). Run in C(C)(=O)OCC (ethyl acetate). Conditions: time 7 hour. Yields the product ClC1=C(C=CC(=C1)NC(C(=O)OC)=O)C1CCC(CC1)C(C(=O)OCC)C (Ethyl 2-[4-(2-chloro-4-{[methoxy(oxo)acetyl]amino}phenyl)cyclohexyl]propanoate). Reaction SMILES: C(O[C:9]([NH:11][C:12]1[CH:17]=[CH:16][C:15]([CH:18]2[CH2:23][CH2:22][C:21](=[C:24]([CH3:30])[C:25]([O:27][CH2:28][CH3:29])=[O:26])[CH2:20][CH2:19]2)=[C:14]([Cl:31])[CH:13]=1)=[O:10])C1C=CC=CC=1>C(OCC)(=O)C.[Pt]=O>[Cl:31][C:14]1[CH:13]=[C:12]([NH:11][C:9](=[O:10])[C:25]([O:27][CH3:28])=[O:26])[CH:17]=[CH:16][C:15]=1[CH:18]1[CH2:23][CH2:22][CH:21]([CH:24]([CH3:30])[C:25]([O:27][CH2:28][CH3:29])=[O:26])[CH2:20][CH2:19]1. Reported procedure: Platinum oxide (300 mg) was added in one portion to a stirred solution of ethyl 2-[4-(4-{[(benzyloxy)carbonyl]amino}-2-chlorophenyl)cyclohexylidene]propanoate (1.5 g, 3.39 mmol) in ethyl acetate (30 mL) and the mixture was stirred at room temperature under a hydrogen atmosphere for 7 h. A further portion of platinum oxide (1.0 g) was added in one portion and the mixture was stirred for 1 h at room temperature under a hydrogen atmosphere. The reaction mixture was filtered and concentrated in vacu... Reactants: ClC=1N=NC(=CC1)OCC=1C(=NOC1C)C1=CC=CC=C1 (3-chloro-6-(5-methyl-3-phenyl-isoxazol-4-ylmethoxy)-pyridazine), COCCN (2-methoxyethylamine), C([O-])([O-])=O.[Na+].[Na+] (sodium carbonate). Reagents/catalysts: C1(=CC=CC=C1)P([C-]1C=CC=C1)C1=CC=CC=C1.[C-]1(C=CC=C1)P(C1=CC=CC=C1)C1=CC=CC=C1.[Fe+2] (1,1′-bis(diphenylphosphino)ferrocene), C(C)(=O)[O-].[Pd+2].C(C)(=O)[O-] (palladium(II) acetate). Run in C1CCOC1 (THF). Run at temperature 50 celsius, time 18 hour. Product: COCCNC(=O)C=1N=NC(=CC1)OCC=1C(=NOC1C)C1=CC=CC=C1 (6-(5-Methyl-3-phenyl-isoxazol-4-ylmethoxy)-pyridazine-3-carboxylic acid (2-methoxy-ethyl)-amide). Isolated yield 25.1%. As a reaction SMILES: Cl[C:2]1[N:3]=[N:4][C:5]([O:8][CH2:9][C:10]2[C:11]([C:16]3[CH:21]=[CH:20][CH:19]=[CH:18][CH:17]=3)=[N:12][O:13][C:14]=2[CH3:15])=[CH:6][CH:7]=1.[CH3:22][O:23][CH2:24][CH2:25][NH2:26].[C:27](=O)([O-])[O-:28].[Na+].[Na+]>C1COCC1.C1(P(C2C=CC=CC=2)[C-]2C=CC=C2)C=CC=CC=1.[C-]1(P(C2C=CC=CC=2)C2C=CC=CC=2)C=CC=C1.[Fe+2].C([O-])(=O)C.[Pd+2].C([O-])(=O)C>[CH3:22][O:23][CH2:24][CH2:25][NH:26][C:27]([C:2]1[N:3]=[N:4][C:5]([O:8][CH2:9][C:10]2[C:11]([C:16]3[CH:21]=[CH:20][CH:19]=[CH:18][CH:17]=3)=[N:12][O:13][C:14]=2[CH3:15])=[CH:6][CH:7]=1)=[O:28] |f:2.3.4,6.7.8,9.10.11|. Procedure: To a solution of 3-chloro-6-(5-methyl-3-phenyl-isoxazol-4-ylmethoxy)-pyridazine (200 mg, 0.66 mmol) in THF (5 mL) was added 2-methoxyethylamine (0.29 mL, 3.30 mmol), sodium carbonate (70 mg, 0.66 mmol), 1,1′-bis(diphenylphosphino)ferrocene (37 mg, 0.06 mmol) and palladium(II) acetate (15 mg, 0.06 mmol). The resulting mixture was stirred at 50° C. for 18 h under a carbon monoxide atmosphere then filtered through Celite®. Concentration and purification by chromatography (SiO2, heptane:ethyl acetat...